Dataset: the Open Reaction Database (ORD), a public repository of structured organic reaction records. Task: describe an organic reaction: reactants, conditions, products, and yield Reactants: ClC1=CC(=NC(=C1C)OC1=C(C=C(C=C1C)C)C)C (4-chloro-2,5-dimethyl-6-(2,4,6-trimethylphenoxy)-pyridine), CCC(CC)O (3-pentanol), [H-].[Na+] (sodium hydride). The solvent is C1CCOC1 (THF), CS(=O)C (DMSO), oil. Reaction conditions: time 5 minute. Product: C(C)C(CC)OC1=C(C(=NC(=C1)C)OC1=C(C=C(C=C1C)C)C)C (4-(1-Ethyl-propoxy)-3,6-dimethyl-2-(2,4,6-trimethyl-phenoxy)-pyridine). The yield is 6.0%. As a reaction SMILES: [CH3:1][CH2:2][CH:3]([OH:6])[CH2:4][CH3:5].[H-].[Na+].Cl[C:10]1[C:15]([CH3:16])=[C:14]([O:17][C:18]2[C:23]([CH3:24])=[CH:22][C:21]([CH3:25])=[CH:20][C:19]=2[CH3:26])[N:13]=[C:12]([CH3:27])[CH:11]=1>CS(C)=O.C1COCC1>[CH2:2]([CH:3]([O:6][C:10]1[CH:11]=[C:12]([CH3:27])[N:13]=[C:14]([O:17][C:18]2[C:23]([CH3:24])=[CH:22][C:21]([CH3:25])=[CH:20][C:19]=2[CH3:26])[C:15]=1[CH3:16])[CH2:4][CH3:5])[CH3:1] |f:1.2|. Procedure: To a solution of 3-pentanol (0.2 ml, 0.5205 mol) in DMSO (1 ml) was added 60% sodium hydride in oil (30 mg) in a portionwise. After stirring at room temperature for 5 min, a solution of 4-chloro-2,5-dimethyl-6-(2,4,6-trimethylphenoxy)-pyridine (98 mg) in 0.5 ml of dry THF was added and the resulting mixture was heated at 130° C. for 5 hours. The mixture was quenched with water and extracted with ethyl acetate. The organic layer was separated, dried and concentrated to give a yellow solid. The so...